This data is from the Open Reaction Database (ORD), a public repository of structured organic reaction records. The task is: describe an organic reaction: reactants, conditions, products, and yield Reactants: mercuric oxide, FC1=C(COC=2C(=NC=CC2)NC(=S)NC2=CC=C(C=C2)Cl)C(=CC=C1F)F (N-[3-(2,3,6-trifluorobenzyloxy)pyrid-2-yl]-N'-(4-chlorophenyl)thiourea), N (ammonia). Conditions: time 1 day. Product: FC1=C(COC=2C(=NC=CC2)NC(=N)NC2=CC=C(C=C2)Cl)C(=CC=C1F)F (N-(3-(2,3,6-Trifluorobenzyloxy)pyrid-2-yl)-N'-(4-chlorophenyl)guanidine). Reaction SMILES: [F:1][C:2]1[C:26]([F:27])=[CH:25][CH:24]=[C:23]([F:28])[C:3]=1[CH2:4][O:5][C:6]1[C:7]([NH:12][C:13]([NH:15][C:16]2[CH:21]=[CH:20][C:19]([Cl:22])=[CH:18][CH:17]=2)=S)=[N:8][CH:9]=[CH:10][CH:11]=1.[NH3:29]>>[F:1][C:2]1[C:26]([F:27])=[CH:25][CH:24]=[C:23]([F:28])[C:3]=1[CH2:4][O:5][C:6]1[C:7]([NH:12][C:13]([NH:15][C:16]2[CH:21]=[CH:20][C:19]([Cl:22])=[CH:18][CH:17]=2)=[NH:29])=[N:8][CH:9]=[CH:10][CH:11]=1. Procedure: A mixture of yellow mercuric oxide (1.23g, 0,056 mol), N-[3-(2,3,6-trifluorobenzyloxy)pyrid-2-yl]-N'-(4-chlorophenyl)thiourea (2.00g 0.0047mol) and methanolic ammonia solution (40 ml) was stirred for 1 day at room temperature. The solvent was removed in vacuo and the black residue was boiled with chloroform and filtered hot. Evaporation of the solvent, trituration with ether and recrystallisation from acetonitrile gave the desired product. Yield 1.20 g (63%), m.p. 153°-156 ° C. The reactants are C(C=C)(=O)Cl (acryloyl chloride), CN(C1CN(C1)C1=C(C=C(C(=C1)OC)NC1=NC=CC(=N1)C=1C=NN2C1C=CC=C2)N)C (4-(3-dimethylaminoazetidin-1-yl)-6-methoxy-N-(4-pyrazolo[1,5-a]pyridin-3-ylpyrimidin-2-yl)benzene-1,3-diamine), CN(C1CN(C1)C1=C(C=C(C(=C1)OC)NC1=NC=CC(=N1)C=1C=NN2C1C=CC=C2)N)C (4-(3-dimethylaminoazetidin-1-yl)-6-methoxy-N-(4-pyrazolo[1,5-a]pyridin-3-ylpyrimidin-2-yl)benzene-1,3-diamine). Solvent: C(Cl)Cl (CH2Cl2), C(Cl)Cl (CH2Cl2), CO.C(Cl)Cl (CH3OH CH2Cl2). Conditions: time 0.5 hour. Yields the product CN(C1CN(C1)C1=C(C=C(C(=C1)OC)NC1=NC=CC(=N1)C=1C=NN2C1C=CC=C2)NC(C=C)=O)C (N-{2-(3-Dimethylaminoazetidin-1-yl)-4-methoxy-5-[(4-pyrazolo[1,5-a]pyridin-3-ylpyrimidin-2-yl)amino]phenyl}prop-2-enamide). Isolated yield 65.9%. Reaction SMILES: [C:1](Cl)(=[O:4])[CH:2]=[CH2:3].[CH3:6][N:7]([CH3:37])[CH:8]1[CH2:11][N:10]([C:12]2[CH:17]=[C:16]([O:18][CH3:19])[C:15]([NH:20][C:21]3[N:26]=[C:25]([C:27]4[CH:28]=[N:29][N:30]5[CH:35]=[CH:34][CH:33]=[CH:32][C:31]=45)[CH:24]=[CH:23][N:22]=3)=[CH:14][C:13]=2[NH2:36])[CH2:9]1>C(Cl)Cl.CO.C(Cl)Cl>[CH3:37][N:7]([CH3:6])[CH:8]1[CH2:9][N:10]([C:12]2[CH:17]=[C:16]([O:18][CH3:19])[C:15]([NH:20][C:21]3[N:26]=[C:25]([C:27]4[CH:28]=[N:29][N:30]5[CH:35]=[CH:34][CH:33]=[CH:32][C:31]=45)[CH:24]=[CH:23][N:22]=3)=[CH:14][C:13]=2[NH:36][C:1](=[O:4])[CH:2]=[CH2:3])[CH2:11]1 |f:3.4|. Procedure: A solution of acryloyl chloride (49 μL, 0.60 mmol) in CH2Cl2 (2.77 mL) was added dropwise over 5 minutes to 4-(3-dimethylaminoazetidin-1-yl)-6-methoxy-N-(4-pyrazolo[1,5-a]pyridin-3-ylpyrimidin-2-yl)benzene-1,3-diamine (Intermediate 156, 246 mg, 0.57 mmol) in CH2Cl2 (8.3 mL), which was cooled in an ice/CH3OH bath. The mixture was stirred for 0.5 h asn was then diluted with 10% CH3OH/CH2Cl2. The resulting solution was washed with sat. NaHCO3, dried (MgSO4) and concentrated in vacuo. Purification b... The reactants are O=C([O-])[O-], CC#N, FC(F)(F)c1ccccc1CBr, [K+], [K+], OCc1ccccc1O. Product: OCc1ccccc1OCc1ccccc1C(F)(F)F. Reaction SMILES: [C:22](=[O:23])([O-:24])[O-:25].[CH3:28][C:29]#[N:30].[F:10][C:11]([c:12]1[c:13]([CH2:14][Br:15])[cH:16][cH:17][cH:18][cH:19]1)([F:20])[F:21].[K+:26].[K+:27].[OH:1][c:2]1[c:3]([CH2:4][OH:5])[cH:6][cH:7][cH:8][cH:9]1>>[O:1]([c:2]1[c:3]([CH2:4][OH:5])[cH:6][cH:7][cH:8][cH:9]1)[CH2:14][c:13]1[c:12]([C:11]([F:10])([F:20])[F:21])[cH:19][cH:18][cH:17][cH:16]1. Starting materials: ice, Cl (hydrochloric acid), Cl (hydrogen chloride), S1C=CC=C1 (thiophene), CC1=CC=C(C(=O)Cl)C=C1 (4-methylbenzoyl chloride), [Cl-].[Al+3].[Cl-].[Cl-] (aluminium chloride), [BH4-].[Na+] (sodium borohydride). The solvent is O (water), ClC1=CC=CC=C1 (chlorobenzene), ClC1=CC=CC=C1 (chlorobenzene), ClC1=CC=CC=C1 (chlorobenzene), COCCOCCOC (diglyme). Run at temperature 0 celsius, time 30 minute. The product is CC1=CC=C(CC=2SC=CC2)C=C1 (2-(4-methylbenzyl)thiophene). Yield: 99.4%. Reaction SMILES: [CH3:1][C:2]1[CH:10]=[CH:9][C:5]([C:6](Cl)=O)=[CH:4][CH:3]=1.[Cl-].[Al+3].[Cl-].[Cl-].[S:15]1[CH:19]=[CH:18][CH:17]=[CH:16]1.Cl.[BH4-].[Na+]>ClC1C=CC=CC=1.COCCOCCOC.O>[CH3:1][C:2]1[CH:10]=[CH:9][C:5]([CH2:6][C:16]2[S:15][CH:19]=[CH:18][CH:17]=2)=[CH:4][CH:3]=1 |f:1.2.3.4,7.8|. Reported procedure: 39 g of 4-methylbenzoyl chloride were added dropwise to a suspension of 33.8 g of aluminium chloride in 162.5 ml of chlorobenzene while stirring at 0° C. over the course of 30 minutes. The mixture was stirred at 0° C. for 90 minutes and subsequently, at 0° C., a solution of 21.8 g of thiophene in 33.8 ml of chlorobenzene was added dropwise over the course of 30 minutes. The mixture was stirred at 0° C. for 2 hours and then heated under reflux for 15 minutes until evolution of hydrogen chloride c...